From a dataset of the Open Reaction Database (ORD), a public repository of structured organic reaction records. describe an organic reaction: reactants, conditions, products, and yield Starting materials: NC(=O)C1=C(SC(=C1)C1=C(C=C(C=C1)C(C)(C)O)F)NC1=CC=CC(=N1)C(C=1N=NN(C1)CC(=O)[O-])O.[K+] (Potassium{4-[[6-({3-(aminocarbonyl)-5-[2-fluoro-4-(1-hydroxy-1-methylethyl)phenyl]-2-thienyl}amino)pyridin-2-yl](hydroxy)methyl]-1H-1,2,3-triazol-1-yl}acetate), [NH4+].[Cl-] (NH4Cl), CCN(C(C)C)C(C)C (DIEA), C=1C=CC2=C(C1)N=NN2O (HOBT), C(CCl)Cl (EDC). Solvent: CN(C)C=O (DMF). Conditions: time 8 hour. The product is NC(CN1N=NC(=C1)C(C1=CC=CC(=N1)NC=1SC(=CC1C(=O)N)C1=C(C=C(C=C1)C(C)(C)O)F)O)=O (2-({6-[[1-(2-Amino-2-oxoethyl)-1H-1,2,3-triazol-4-yl](hydroxy)methyl]pyridin-2-yl}amino)-5-[2-fluoro-4-(1-hydroxy-1-methylethyl)phenyl]thiophene-3-carboxamide). Reaction SMILES: [NH2:1][C:2]([C:4]1[CH:8]=[C:7]([C:9]2[CH:14]=[CH:13][C:12]([C:15]([OH:18])([CH3:17])[CH3:16])=[CH:11][C:10]=2[F:19])[S:6][C:5]=1[NH:20][C:21]1[N:26]=[C:25]([CH:27]([OH:37])[C:28]2[N:29]=[N:30][N:31]([CH2:33][C:34]([O-:36])=O)[CH:32]=2)[CH:24]=[CH:23][CH:22]=1)=[O:3].[K+].C1C=CC2N(O)N=[N:45]C=2C=1.C(Cl)CCl.[NH4+].[Cl-].CCN(C(C)C)C(C)C>CN(C=O)C>[NH2:45][C:34](=[O:36])[CH2:33][N:31]1[CH:32]=[C:28]([CH:27]([OH:37])[C:25]2[N:26]=[C:21]([NH:20][C:5]3[S:6][C:7]([C:9]4[CH:14]=[CH:13][C:12]([C:15]([OH:18])([CH3:17])[CH3:16])=[CH:11][C:10]=4[F:19])=[CH:8][C:4]=3[C:2]([NH2:1])=[O:3])[CH:22]=[CH:23][CH:24]=2)[N:29]=[N:30]1 |f:0.1,4.5|. Procedure: Potassium{4-[[6-({3-(aminocarbonyl)-5-[2-fluoro-4-(1-hydroxy-1-methylethyl)phenyl]-2-thienyl}amino)pyridin-2-yl](hydroxy)methyl]-1H-1,2,3-triazol-1-yl}acetate (96 mg, 0.17 mmol), HOBT (52 mg, 0.34 mmol), EDC (65 mg, 0.34 mmol), and NH4Cl (46 mg, 0.85 mmol) were combined in DMF (3.0 mL), and DIEA (89 μL, 0.51 mmol) was added. The reaction was stirred at room temperature overnight. The solvent was evaporated, and the residue was purified by reverse phase HPLC (10-70% MeCN/water w/0.025% TFA). The ... The reactants are OCCC=1C=C(C=CC1OC)CC(C(=O)OCC)OC(C)C (ethyl 3-[3-(2-hydroxyethyl)-4-methoxyphenyl]-2-isopropoxypropanoate), COC1=CC=C(C=C1)N=C=O (4-methoxyphenylisocyanate). The product is C(C)(C)OC(C(=O)O)CC1=CC(=C(C=C1)OC)CCOC(=O)NC1=CC=C(C=C1)OC (2-Isopropoxy-3-[4-methoxy-3-(2-{[(4-methoxyanilino)-carbonyl]oxy}ethyl)phenyl]propanoic acid). Reaction SMILES: [OH:1][CH2:2][CH2:3][C:4]1[CH:5]=[C:6]([CH2:12][CH:13]([O:19][CH:20]([CH3:22])[CH3:21])[C:14]([O:16]CC)=[O:15])[CH:7]=[CH:8][C:9]=1[O:10][CH3:11].[CH3:23][O:24][C:25]1[CH:30]=[CH:29][C:28]([N:31]=[C:32]=[O:33])=[CH:27][CH:26]=1>>[CH:20]([O:19][CH:13]([CH2:12][C:6]1[CH:7]=[CH:8][C:9]([O:10][CH3:11])=[C:4]([CH2:3][CH2:2][O:1][C:32]([NH:31][C:28]2[CH:29]=[CH:30][C:25]([O:24][CH3:23])=[CH:26][CH:27]=2)=[O:33])[CH:5]=1)[C:14]([OH:16])=[O:15])([CH3:21])[CH3:22]. Procedure: Using ethyl 3-[3-(2-hydroxyethyl)-4-methoxyphenyl]-2-isopropoxypropanoate and 4-methoxyphenylisocyanate, the title compound was obtained in the same manner as described in Example 148. Starting materials: C(C1=CC=CC=C1)OC1=C(C=CC(=C1)C=C)N1CC(N(S1(=O)=O)CC[Si](C)(C)C)=O (5-(2-Benzyloxy-4-vinylphenyl)-1,1-dioxo-2-(2-trimethylsilanylethyl)-1,2,5-thiadiazolidin-3-one), [N+](=[N-])=CC(=O)OCC (Ethyl diazoacetate). Reagents/catalysts: CC(=O)[O-].CC(=O)[O-].CC(=O)[O-].CC(=O)[O-].[Rh+2].[Rh+2] (rhodium acetate dimer). The solvent is C(Cl)Cl (methylene chloride), C(Cl)Cl (methylene chloride). Yields the product C(C)OC(=O)C1C(C1)C1=CC(=C(C=C1)N1S(N(C(C1)=O)CC[Si](C)(C)C)(=O)=O)OCC1=CC=CC=C1 (2-{3-Benzyloxy-4-[1,1,4-trioxo-5-(2-trimethylsilanylethyl)-1,2,5-thiadiazolidin-2-yl]-phenyl}-cyclopropanecarboxylic Acid Ethyl Ester). As a reaction SMILES: [CH2:1]([O:8][C:9]1[CH:14]=[C:13]([CH:15]=[CH2:16])[CH:12]=[CH:11][C:10]=1[N:17]1[S:21](=[O:23])(=[O:22])[N:20]([CH2:24][CH2:25][Si:26]([CH3:29])([CH3:28])[CH3:27])[C:19](=[O:30])[CH2:18]1)[C:2]1[CH:7]=[CH:6][CH:5]=[CH:4][CH:3]=1.[N+](=[CH:33][C:34]([O:36][CH2:37][CH3:38])=[O:35])=[N-]>C(Cl)Cl.CC([O-])=O.CC([O-])=O.CC([O-])=O.CC([O-])=O.[Rh+2].[Rh+2]>[CH2:37]([O:36][C:34]([CH:33]1[CH2:16][CH:15]1[C:13]1[CH:12]=[CH:11][C:10]([N:17]2[CH2:18][C:19](=[O:30])[N:20]([CH2:24][CH2:25][Si:26]([CH3:29])([CH3:28])[CH3:27])[S:21]2(=[O:23])=[O:22])=[C:9]([O:8][CH2:1][C:2]2[CH:7]=[CH:6][CH:5]=[CH:4][CH:3]=2)[CH:14]=1)=[O:35])[CH3:38] |f:3.4.5.6.7.8|. Procedure details: To a solution of 5-(2-benzyloxy-4-vinylphenyl)-1,1-dioxo-2-(2-trimethylsilanylethyl)-1,2,5-thiadiazolidin-3-one (Example 81, step A) (75 mg, 0.17 mmol) in methylene chloride is added rhodium acetate dimer (cat.). Ethyl diazoacetate (0.024 mL, 0.17 mmol) in methylene chloride (0.2 mL) is added dropwise via syringe pump over 4 h. The solvent is removed under reduced pressure and the crude material purified on silica gel using a gradient of 0-40% EtOAc/hexanes to give the title compound as a mixtur... Reactants: NC=1C2=C(N=CN1)N(C(S2)=O)[C@H]2[C@H](OC(C1=CC=CC=C1)=O)[C@H](OC(C1=CC=CC=C1)=O)[C@H](O2)COC(C2=CC=CC=C2)=O (7-amino-3-(2,3,5-tri-O-benzoyl-β-D-ribofuranosyl)-thiazolo[4,5-d]pyrimidin-2(3H)-one), C[O-].[Na+] (sodium methoxide), NC1=C2C(N(C=N1)[C@H]1[C@H](OC(C3=CC=CC=C3)=O)[C@H](OC(C3=CC=CC=C3)=O)[C@H](O1)COC(C1=CC=CC=C1)=O)NC(S2)=O (7-amino-4-(2,3,5-tri-O-benzoyl-β-D-ribofuranosyl)-thiazolo[4,5-d]pyrimidin-2(3H)-one), 3-ribofuranosyl. The solvent is CO (methanol). Yields the product NC1=C2C(N(C=N1)[C@H]1[C@H](O)[C@H](O)[C@H](O1)CO)NC(S2)=O (7-amino-4-β-D-ribofuranosylthiazolo[4,5-d]pyrimidin-2(3H)-one), NC=1C2=C(N=CN1)N(C(S2)=O)[C@H]2[C@H](O)[C@H](O)[C@H](O2)CO (7-amino-3-β-D-ribofuranosylthiazolo[4,5-d]pyrimidin-2(3H)-one). RXN SMILES: [NH2:1][C:2]1[N:7]=[CH:6][N:5]([C@@H:8]2[O:30][C@H:29]([CH2:31][O:32]C(=O)C3C=CC=CC=3)[C@@H:19]([O:20]C(=O)C3C=CC=CC=3)[C@H:9]2[O:10]C(=O)C2C=CC=CC=2)[CH:4]2[NH:41][C:42](=[O:44])[S:43][C:3]=12.[NH2:45][C:46]1[C:47]2[S:54][C:53](=[O:55])[N:52]([C@@H:56]3[O:78][C@H:77]([CH2:79][O:80]C(=O)C4C=CC=CC=4)[C@@H:67]([O:68]C(=O)C4C=CC=CC=4)[C@H:57]3[O:58]C(=O)C3C=CC=CC=3)[C:48]=2[N:49]=[CH:50][N:51]=1.C[O-].[Na+]>CO>[NH2:1][C:2]1[N:7]=[CH:6][N:5]([C@@H:8]2[O:30][C@H:29]([CH2:31][OH:32])[C@@H:19]([OH:20])[C@H:9]2[OH:10])[CH:4]2[NH:41][C:42](=[O:44])[S:43][C:3]=12.[NH2:45][C:46]1[C:47]2[S:54][C:53](=[O:55])[N:52]([C@@H:56]3[O:78][C@H:77]([CH2:79][OH:80])[C@@H:67]([OH:68])[C@H:57]3[OH:58])[C:48]=2[N:49]=[CH:50][N:51]=1 |f:2.3|. Reported procedure: Treatment of 28 with NaSH in DMF at 0° C. yielded the 2-mercapto derivative, 7-aminothiazolo[4,5-d]pyrimidine-2(3H)-thione (29). The conversion of the 2-thioxo function in 29 to a 2-oxo function was accomplished using cold alkaline hydrogen peroxide to yield 7-aminothiazolo[4,5-d]pyrimidin-2(3H)-one (30). Reaction of 30 with the benzoyl-protected sugar, 5, under the same glycosylation conditions (at room temperature) as used to produce the blocked guanosine analog, 6, resulted in the formation o... Reactants: COC=1C=C(C=CC1)NC=C(C(=O)OCC)C(=O)OCC (Diethyl 2-(((3-methoxyphenyl)amino)methylene)malonate), C(C)OC=C(C(=O)OCC)C(=O)OCC (Diethyl ethoxymethylenemalonate), COC1=CC(=CC=C1)N (m-anisidine). Conditions: temperature 125 celsius. The product is OC1=CC=C2C=C(C=NC2=C1)C(=O)OCC (Ethyl 7-hydroxyquinoline-3-carboxylate). Yield: 99.0%. As a reaction SMILES: C[O:2][C:3]1[CH:4]=[C:5]([NH:9][CH:10]=[C:11]([C:17](OCC)=O)[C:12]([O:14][CH2:15][CH3:16])=[O:13])[CH:6]=[CH:7][CH:8]=1.C(OC=C(C(OCC)=O)C(OCC)=O)C.COC1C=CC=C(N)C=1>>[OH:2][C:3]1[CH:4]=[C:5]2[C:6]([CH:17]=[C:11]([C:12]([O:14][CH2:15][CH3:16])=[O:13])[CH:10]=[N:9]2)=[CH:7][CH:8]=1. Reported procedure: Diethyl 2-(((3-methoxyphenyl)amino)methylene)malonate. Diethyl ethoxymethylenemalonate (5.00 g, 40.6 mmol) and m-anisidine (8.13 mL, 40.6 mmol) were mixed and heated at 125° C. for 3 h. After cooling to ambient temperature, residual solvent was removed under reduced pressure and dried under high vacuum to afford the title compound as a yellow oil (11.81 g, 99%). 1H NMR (400 MHz, CDCl3) δ 11.57 (d, J=13.7 Hz, 1H), 9.11 (d, J=13.7 Hz, 1H), 7.90-7.83 (m, 1H), 7.31 (ddd, J=15.5, 8.2, 2.2 Hz, 2H), 7.... Reaction SMILES: C([O:5][C:6](=[O:32])[CH2:7][S:8](=[O:31])(=[O:30])[N:9]([C:16]1[S:17][CH:18]=[C:19]([C:21]2[CH:26]=[CH:25][C:24]([CH:27]([CH3:29])[CH3:28])=[CH:23][CH:22]=2)[N:20]=1)[CH2:10][C:11]1[S:12][CH:13]=[CH:14][CH:15]=1)(C)(C)C.Cl>>[CH:27]([C:24]1[CH:23]=[CH:22][C:21]([C:19]2[N:20]=[C:16]([N:9]([CH2:10][C:11]3[S:12][CH:13]=[CH:14][CH:15]=3)[S:8]([CH2:7][C:6]([OH:32])=[O:5])(=[O:30])=[O:31])[S:17][CH:18]=2)=[CH:26][CH:25]=1)([CH3:29])[CH3:28]. Reported procedure: The above ester was treated with 4M HCl as outlined in general procedure G1 to provide {[4-(4-Isopropyl-phenyl)-thiazol-2-yl]-thiophen-2-ylmethyl-sulfamoyl}-acetic acid. LCMS m/z: 438 (M+1)+. Yields the product C(C)(C)C1=CC=C(C=C1)C=1N=C(SC1)N(S(=O)(=O)CC(=O)O)CC=1SC=CC1 ({[4-(4-Isopropyl-phenyl)-thiazol-2-yl]-thiophen-2-ylmethyl-sulfamoyl}-acetic acid). Starting materials: C(C)(C)(C)OC(CS(N(CC=1SC=CC1)C=1SC=C(N1)C1=CC=C(C=C1)C(C)C)(=O)=O)=O ({[4-(4-isopropyl-phenyl)-thiazol-2-yl]-thiophen-2-ylmethyl-sulfamoyl}-acetic acid tert-butyl ester), Cl (HCl). Reactants: CC(=O)C1=C(C=CC=C1OC)OC (2,6-dimethoxyacetophenone), CC(C)(C)[O-].[K+] (potassium tert-butylate), C(C(=O)[O-])(=O)OCC (ethyl oxalate). The solvent is C(C)O (ethanol), C(C)O (ethanol). Conditions: time 1 hour. The product is [K+].COC1=C(C(=CC=C1)OC)C(=CC(C(=O)OCC)=O)[O-] (Ethyl 4-(2,6-dimethoxyphenyl)-4-oxido-2-oxo-3-butenoate potassium salt). RXN SMILES: CC([O-])(C)C.[K+:6].[CH3:7][C:8]([C:10]1[C:15]([O:16][CH3:17])=[CH:14][CH:13]=[CH:12][C:11]=1[O:18][CH3:19])=[O:9].[C:20]([O:25][CH2:26][CH3:27])(=[O:24])[C:21]([O-])=[O:22]>C(O)C>[K+:6].[CH3:19][O:18][C:11]1[CH:12]=[CH:13][CH:14]=[C:15]([O:16][CH3:17])[C:10]=1[C:8]([O-:9])=[CH:7][C:21](=[O:22])[C:20]([O:25][CH2:26][CH3:27])=[O:24] |f:0.1,5.6|. Procedure details: A solution of 13.4 g of 95% potassium tert-butylate in 72 ml of ethanol is added over 6 minutes to a solution, stirred and heated to 50° C., of 18 g of 2,6-dimethoxyacetophenone in 54 ml of ethanol. The mixture is heated to reflux, 16.3 ml of ethyl oxalate are added over 9 minutes and refluxing is continued for 1 hour. 40 ml of ethanol are then distilled off and the mixture is allowed to cool with stirring for two and a half hours. The mixture is filtered, and the precipitate is washed with 40 m... Run at temperature 40 celsius. As a reaction SMILES: [C:1]([O:5][C:6]([N:8]1[CH2:13][CH:12]=[C:11]([C:14]2[C:22]3[S:21][C:20]([NH2:23])=[N:19][C:18]=3[C:17]([O:24][CH3:25])=[CH:16][CH:15]=2)[CH2:10][CH2:9]1)=[O:7])([CH3:4])([CH3:3])[CH3:2].C(N(C(C)C)C(C)C)C.[F:35][C:36]1[CH:44]=[CH:43][C:39]([C:40](Cl)=[O:41])=[CH:38][CH:37]=1.CO>C1COCC1>[C:1]([O:5][C:6]([N:8]1[CH2:9][CH:10]=[C:11]([C:14]2[C:22]3[S:21][C:20]([NH:23][C:40](=[O:41])[C:39]4[CH:43]=[CH:44][C:36]([F:35])=[CH:37][CH:38]=4)=[N:19][C:18]=3[C:17]([O:24][CH3:25])=[CH:16][CH:15]=2)[CH2:12][CH2:13]1)=[O:7])([CH3:4])([CH3:3])[CH3:2]. Reactants: C(C)(C)(C)OC(=O)N1CCC(=CC1)C1=CC=C(C=2N=C(SC21)N)OC (4-(2-amino-4-methoxy-benzothiazol-7-yl)-3,6-dihydro-2H-pyridine-1-carboxylic acid tert-butyl ester), C(C)N(C(C)C)C(C)C (ethyl diisopropyl amine), FC1=CC=C(C(=O)Cl)C=C1 (4-fluoro-benzoyl chloride), CO (methanol). Run in C1CCOC1 (THF). Yield: 82.4%. Yields the product C(C)(C)(C)OC(=O)N1CCC(=CC1)C1=CC=C(C=2N=C(SC21)NC(C2=CC=C(C=C2)F)=O)OC (4-[2-(4-fluoro-benzoylamino)-4-methoxy-benzothiazol-7-yl]-3,6-dihydro-2H-pyridine-1-carboxylic acid tert-butyl ester). Procedure details: To a solution of 0.25 g (0.69 mMol) 4-(2-amino-4-methoxy-benzothiazol-7-yl)-3,6-dihydro-2H-pyridine-1-carboxylic acid tert-butyl ester in 5 ml THF were added 0.37 ml ethyl diisopropyl amine and 1.0 ml (0.83 mMol) 4-fluoro-benzoyl chloride. The reaction mixture was heated to 40° C. for 3 h. Then 1 ml methanol was added. The solvent was evaporated to dryness, the residue taken up in dichloro methane and washed with water and brine. The organic phase was dried over sodium sulfate and evaporated to ... The reactants are COC(=O)c1cc(OC(C)=O)c2cc(OC)c3ccccc3c2c1C, CO, Cl. Product: COC(=O)c1cc(O)c2cc(OC)c3ccccc3c2c1C. As a reaction SMILES: [C:1](=[O:2])([CH3:3])[O:4][c:5]1[cH:6][c:7]([C:22](=[O:23])[O:24][CH3:25])[c:8]([CH3:21])[c:9]2[c:10]3[cH:11][cH:12][cH:13][cH:14][c:15]3[c:16]([O:19][CH3:20])[cH:17][c:18]12.[CH3:27][OH:28].[ClH:26]>>[OH:4][c:5]1[cH:6][c:7]([C:22](=[O:23])[O:24][CH3:25])[c:8]([CH3:21])[c:9]2[c:10]3[cH:11][cH:12][cH:13][cH:14][c:15]3[c:16]([O:19][CH3:20])[cH:17][c:18]12. Reactants: FC1=CC=C(C(=O)C2=CC=C(C=C2)F)C=C1 (4,4'-difluorobenzophenone), O.NN (hydrazine hydrate). Run in C(C)O (ethanol). Product: FC1=CC=C(C(C2=CC=C(C=C2)F)=NN)C=C1 (4,4'-difluorobenzophenone hydrazone). Reaction SMILES: [F:1][C:2]1[CH:16]=[CH:15][C:5]([C:6]([C:8]2[CH:13]=[CH:12][C:11]([F:14])=[CH:10][CH:9]=2)=O)=[CH:4][CH:3]=1.O.[NH2:18][NH2:19]>C(O)C>[F:1][C:2]1[CH:16]=[CH:15][C:5]([C:6](=[N:18][NH2:19])[C:8]2[CH:13]=[CH:12][C:11]([F:14])=[CH:10][CH:9]=2)=[CH:4][CH:3]=1 |f:1.2|. Reported procedure: A mixture of 50 g of 4,4'-difluorobenzophenone, 35.5 ml of hydrazine hydrate and 200 ml of ethanol is refluxed for 8 h. It is concentrated to dryness, taken up with water and extracted with ether. The organic phase is washed with water, dried over MgSO4 and then concentrated. The yellow oil obtained crystallizes slowly to give 50.6 g of 4,4'-difluorobenzophenone hydrazone.